From a dataset of the Open Reaction Database (ORD), a public repository of structured organic reaction records. describe an organic reaction: reactants, conditions, products, and yield Starting materials: [Li]CCCC (n-BuLi), S(=O)(=O)(C1=CC=C(C)C=C1)N1C=C(CCN(CC2=CC=CC=C2)CC2=CC=CC=C2)C2=CC=CC=C12 (1-tosyl-N,N-dibenzyltryptamine), C1CCOC1 (THF), C(=O)C=1C=C2C3C(N(C2=CC1)C)CN(CC3)C (6-Formyl-2,9-dimethyl-1,2,3,4,4a,9a-hexahydropyrido[3,4-b]indole), C(=O)=O.CC(=O)C (dry ice acetone). Run in CO (Methanol). Conditions: time 4 hour. Yields the product C(C)N1C(C2N(C3=CC=C(C=C3C2CC1)C=1N(C2=CC=CC=C2C1CCN(CC1=CC=CC=C1)CC1=CC=CC=C1)S(=O)(=O)C1=CC=C(C)C=C1)CC)CO (2,9-Diethyl-6-(3-(2-dibenzylaminoethyl)-1-tosyl-indole-2-yl)hydroxymethyl-1,2,3,4,4a,9a-hexahydro-pyrido[3,4-b]indole). RXN SMILES: [Li][CH2:2][CH2:3]CC.[S:6]([N:16]1[C:41]2[C:36](=[CH:37][CH:38]=[CH:39][CH:40]=2)[C:18]([CH2:19][CH2:20][N:21]([CH2:29][C:30]2[CH:35]=[CH:34][CH:33]=[CH:32][CH:31]=2)[CH2:22][C:23]2[CH:28]=[CH:27][CH:26]=[CH:25][CH:24]=2)=[CH:17]1)([C:9]1[CH:15]=[CH:14][C:12]([CH3:13])=[CH:11][CH:10]=1)(=[O:8])=[O:7].[C:42](=[O:44])=O.[CH3:45]C(C)=O.C(C1C=C2[C:57](=[CH:58]C=1)[N:56](C)[CH:55]1[CH2:61][N:62]([CH3:65])[CH2:63][CH2:64][CH:54]21)=O.[CH2:66]1[CH2:70]O[CH2:68][CH2:67]1>CO>[CH2:65]([N:62]1[CH2:63][CH2:64][CH:54]2[CH:55]([N:56]([CH2:57][CH3:58])[C:66]3[C:70]2=[CH:3][C:2]([C:17]2[N:16]([S:6]([C:9]4[CH:15]=[CH:14][C:12]([CH3:13])=[CH:11][CH:10]=4)(=[O:7])=[O:8])[C:41]4[C:36]([C:18]=2[CH2:19][CH2:20][N:21]([CH2:29][C:30]2[CH:31]=[CH:32][CH:33]=[CH:34][CH:35]=2)[CH2:22][C:23]2[CH:28]=[CH:27][CH:26]=[CH:25][CH:24]=2)=[CH:37][CH:38]=[CH:39][CH:40]=4)=[CH:68][CH:67]=3)[CH:61]1[CH2:42][OH:44])[CH3:45] |f:2.3|. Procedure details: 2.18 ml of n-BuLi (15% hexane) were added under ice-cooling to a solution of 1-tosyl-N,N-dibenzyltryptamine (1.72 g) in anhydrous THF, which was cooled with dry ice-acetone. 6-Formyl-2,9-dimethyl-1,2,3,4,4a,9a-hexahydropyrido[3,4-b]indole (0.6 g) was added and the mixture stirred for 4 hrs. Methanol was added and the solvent was removed by evaporation from the reaction solution. The residue to which water was added was extracted with ethyl acetate. The ethyl acetate layer was washed with water a... The reactants are COCCOC, CN1CCn2nc(Nc3cc(Cl)n[nH]c3=O)cc2C1, Cc1c(B2OC(C)(C)C(C)(C)O2)ccc(F)c1NC(=O)c1cc2ccccc2s1, [Na+], [Na+], O=C([O-])[O-], c1ccc(P(c2ccccc2)(c2ccccc2)[Pd](P(c2ccccc2)(c2ccccc2)c2ccccc2)(P(c2ccccc2)(c2ccccc2)c2ccccc2)P(c2ccccc2)(c2ccccc2)c2ccccc2)cc1. Yields the product Cc1c(-c2cc(Nc3cc4n(n3)CCN(C)C4)c(=O)[nH]n2)ccc(F)c1NC(=O)c1cc2ccccc2s1. Reaction SMILES: [CH3:132][O:133][CH2:134][CH2:135][O:136][CH3:137].[Cl:1][c:2]1[cH:3][c:4]([NH:9][c:10]2[n:11][n:12]3[c:13]([cH:19]2)[CH2:14][N:15]([CH3:18])[CH2:16][CH2:17]3)[c:5](=[O:8])[nH:6][n:7]1.[F:20][c:21]1[cH:22][cH:23][c:24]([B:40]2[O:41][C:42]([CH3:43])([CH3:44])[C:45]([CH3:46])([CH3:47])[O:48]2)[c:25]([CH3:39])[c:26]1[NH:27][C:28](=[O:29])[c:30]1[cH:31][c:32]2[c:33]([s:34]1)[cH:35][cH:36][cH:37][cH:38]2.[Na+:49].[Na+:50].[O-:51][C:52](=[O:53])[O-:54].[cH:55]1[cH:56][cH:57][c:58]([P:59]([Pd:60]([P:61]([c:62]2[cH:63][cH:64][cH:65][cH:66][cH:67]2)([c:68]2[cH:69][cH:70][cH:71][cH:72][cH:73]2)[c:74]2[cH:75][cH:76][cH:77][cH:78][cH:79]2)([P:80]([c:81]2[cH:82][cH:83][cH:84][cH:85][cH:86]2)([c:87]2[cH:88][cH:89][cH:90][cH:91][cH:92]2)[c:93]2[cH:94][cH:95][cH:96][cH:97][cH:98]2)[P:99]([c:100]2[cH:101][cH:102][cH:103][cH:104][cH:105]2)([c:106]2[cH:107][cH:108][cH:109][cH:110][cH:111]2)[c:112]2[cH:113][cH:114][cH:115][cH:116][cH:117]2)([c:118]2[cH:119][cH:120][cH:121][cH:122][cH:123]2)[c:124]2[cH:125][cH:126][cH:127][cH:128][cH:129]2)[cH:130][cH:131]1>>[c:2]1(-[c:24]2[cH:23][cH:22][c:21]([F:20])[c:26]([NH:27][C:28](=[O:29])[c:30]3[cH:31][c:32]4[c:33]([s:34]3)[cH:35][cH:36][cH:37][cH:38]4)[c:25]2[CH3:39])[cH:3][c:4]([NH:9][c:10]2[n:11][n:12]3[c:13]([cH:19]2)[CH2:14][N:15]([CH3:18])[CH2:16][CH2:17]3)[c:5](=[O:8])[nH:6][n:7]1. Starting materials: CCP(=O)(O)CCC(=O)O, Cc1ccccc1, O, OCCO. As a reaction SMILES: [CH2:1]([CH3:2])[P:3](=[O:4])([CH2:5][CH2:6][C:7](=[O:8])[OH:9])[OH:10].[CH3:16][c:17]1[cH:18][cH:19][cH:20][cH:21][cH:22]1.[OH2:15].[OH:11][CH2:12][CH2:13][OH:14]>>[CH2:1]([CH3:2])[P:3](=[O:4])([CH2:5][CH2:6][C:7](=[O:8])[O:9][CH2:13][CH2:12][OH:11])[OH:10]. Product: CCP(=O)(O)CCC(=O)OCCO. Isolated yield 85.8%. Run in ClCCl (dichloromethane). Yields the product N1(CCNCC1)C=1C=CC=2N(C1)C(=NN2)C(F)(F)F (6-(piperazin-1-yl)-3-(trifluoromethyl)-[1,2,4]triazolo[4,3-a]pyridine). As a reaction SMILES: FC(F)(F)C(O)=O.[F:8][C:9]([F:33])([F:32])[C:10]1[N:14]2[CH:15]=[C:16]([N:19]3[CH2:24][CH2:23][N:22](C(OC(C)(C)C)=O)[CH2:21][CH2:20]3)[CH:17]=[CH:18][C:13]2=[N:12][N:11]=1>ClCCl>[N:19]1([C:16]2[CH:17]=[CH:18][C:13]3[N:14]([C:10]([C:9]([F:8])([F:33])[F:32])=[N:11][N:12]=3)[CH:15]=2)[CH2:20][CH2:21][NH:22][CH2:23][CH2:24]1. Conditions: temperature 20 celsius, time 90 minute. The reactants are FC(C(=O)O)(F)F (Trifluoroacetic acid), FC(C1=NN=C2N1C=C(C=C2)N2CCN(CC2)C(=O)OC(C)(C)C)(F)F (tert-butyl 4-(3-(trifluoromethyl)-[1,2,4]triazolo[4,3-a]pyridin-6-yl)piperazine-1-carboxylate). Procedure details: Trifluoroacetic acid (5 mL, 64.90 mmol) was added to a mixture of tert-butyl 4-(3-(trifluoromethyl)-[1,2,4]triazolo[4,3-a]pyridin-6-yl)piperazine-1-carboxylate (0.86 g, 2.32 mmol) and dichloromethane (20 mL). The resulting solution was stirred at 20° C. for 90 minutes and then evaporated to leave an involatile residue. The residue was purified by ion-exchange chromatography on an SCX column using aqueous ammonia (7M) in methanol as eluant to give 6-(piperazin-1-yl)-3-(trifluoromethyl)-[1,2,4]tri... The reactants are C(C)(C)(C)OC(=O)N1CC(C1)=CC=1N(C2=NC(=NC(=C2N1)N1CCOCC1)Cl)C (3-(2-chloro-9-methyl-6-morpholin-4-yl-9H-purin-8-ylmethylene)azetidine-1-carboxylic acid tert-butyl ester), CC=1NC2=C(N1)C=CC=C2 (2-methylbenzimidazole), CC(C)C1=CC(=C(C(=C1)C(C)C)C2=C(C=CC=C2)P(C3CCCCC3)C4CCCCC4)C(C)C (XPhos), C(=O)([O-])[O-].[Cs+].[Cs+] (Cs2CO3). Reagents/catalysts: C=1C=CC(=CC1)/C=C/C(=O)/C=C/C2=CC=CC=C2.C=1C=CC(=CC1)/C=C/C(=O)/C=C/C2=CC=CC=C2.C=1C=CC(=CC1)/C=C/C(=O)/C=C/C2=CC=CC=C2.[Pd].[Pd] (tris(dibenzylideneacetone)dipalladium). The solvent is C1(=CC=CC=C1)C (toluene). Reaction conditions: temperature 140 celsius. Yields the product C(C)(C)(C)OC(=O)N1CC(C1)=CC=1N(C2=NC(=NC(=C2N1)N1CCOCC1)N1C(=NC2=C1C=CC=C2)C)C (3-[2-(2-Methylbenzoimidazol-1-yl)-9-methyl-6-morpholin-4-yl-9H-purin-8-ylmethylene]azetidine-1-carboxylic acid tert-butyl ester). Isolated yield 62.9%. As a reaction SMILES: [C:1]([O:5][C:6]([N:8]1[CH2:11][C:10](=[CH:12][C:13]2[N:14]([CH3:29])[C:15]3[C:20]([N:21]=2)=[C:19]([N:22]2[CH2:27][CH2:26][O:25][CH2:24][CH2:23]2)[N:18]=[C:17](Cl)[N:16]=3)[CH2:9]1)=[O:7])([CH3:4])([CH3:3])[CH3:2].[CH3:30][C:31]1[NH:32][C:33]2[CH:39]=[CH:38][CH:37]=[CH:36][C:34]=2[N:35]=1.CC(C1C=C(C(C)C)C(C2C=CC=CC=2P(C2CCCCC2)C2CCCCC2)=C(C(C)C)C=1)C.C([O-])([O-])=O.[Cs+].[Cs+]>C1(C)C=CC=CC=1.C1C=CC(/C=C/C(/C=C/C2C=CC=CC=2)=O)=CC=1.C1C=CC(/C=C/C(/C=C/C2C=CC=CC=2)=O)=CC=1.C1C=CC(/C=C/C(/C=C/C2C=CC=CC=2)=O)=CC=1.[Pd].[Pd]>[C:1]([O:5][C:6]([N:8]1[CH2:11][C:10](=[CH:12][C:13]2[N:14]([CH3:29])[C:15]3[C:20]([N:21]=2)=[C:19]([N:22]2[CH2:27][CH2:26][O:25][CH2:24][CH2:23]2)[N:18]=[C:17]([N:32]2[C:33]4[CH:39]=[CH:38][CH:37]=[CH:36][C:34]=4[N:35]=[C:31]2[CH3:30])[N:16]=3)[CH2:9]1)=[O:7])([CH3:4])([CH3:3])[CH3:2] |f:3.4.5,7.8.9.10.11|. Procedure: A mixture of 3-(2-chloro-9-methyl-6-morpholin-4-yl-9H-purin-8-ylmethylene)azetidine-1-carboxylic acid tert-butyl ester (200 mg, 0.48 mmol), 2-methylbenzimidazole (76 mg, 0.57 mmol), tris(dibenzylideneacetone)dipalladium (44 mg, 0.06 mmol), XPhos (58 mg, 0.10 mmol) and Cs2CO3 (320 mg, 0.95 mmol) in toluene (4 mL) was purged with argon then heated at 140° C. for 2 h in a microwave reactor. The reaction mixture was filtered through Celite®, washing with MeOH, and the filtrate concentrated in vacuo....